Dataset: the Open Reaction Database (ORD), a public repository of structured organic reaction records. Task: describe an organic reaction: reactants, conditions, products, and yield Starting materials: CS(=O)(=O)C1=NC(=C(C(=N1)S(=O)(=O)C)C1=CC=C(C=C1)Cl)C1=C(C=C(C=C1)Cl)Cl (2,4-Bis(methylsulfonyl)-5-(4-chlorophenyl)-6-(2,4-dichlorophenyl)pyrimidine), OC1=NC=CC=C1 (2-hydroxypyridine), CS(=O)(=O)C1=NC(=C(C(=N1)S(=O)(=O)C)C1=CC=C(C=C1)Cl)C1=C(C=C(C=C1)Cl)Cl (2,4-bis(methylsulfonyl)-5-[4-chlorophenyl]-6-[2,4dichlorophenyl]pyrimidine), C(CCC)[Li] (n-butyl lithium). The product is CS(=O)(=O)C1=NC(=C(C(=N1)OC1=NC=CC=C1)C1=CC=C(C=C1)Cl)C1=C(C=C(C=C1)Cl)Cl (2-Methylsulfonyl-4-(2-pyridyloxy)-5-(4-chlorophenyl)-6-(2,4-dichlorophenyl)pyrimidine). RXN SMILES: [CH3:1][S:2]([C:5]1[N:10]=[C:9](S(C)(=O)=O)[C:8]([C:15]2[CH:20]=[CH:19][C:18]([Cl:21])=[CH:17][CH:16]=2)=[C:7]([C:22]2[CH:27]=[CH:26][C:25]([Cl:28])=[CH:24][C:23]=2[Cl:29])[N:6]=1)(=[O:4])=[O:3].C([Li])CCC.[OH:35][C:36]1[CH:41]=[CH:40][CH:39]=[CH:38][N:37]=1>>[CH3:1][S:2]([C:5]1[N:10]=[C:9]([O:35][C:36]2[CH:41]=[CH:40][CH:39]=[CH:38][N:37]=2)[C:8]([C:15]2[CH:20]=[CH:19][C:18]([Cl:21])=[CH:17][CH:16]=2)=[C:7]([C:22]2[CH:27]=[CH:26][C:25]([Cl:28])=[CH:24][C:23]=2[Cl:29])[N:6]=1)(=[O:3])=[O:4]. Reported procedure: 2,4-Bis(methylsulfonyl)-5-(4-chlorophenyl)-6-(2,4-dichlorophenyl)pyrimidine from Reference Example 5 (200 mg, 0.41 mmol) was reacted with 1.0 equivalent of n-butyl lithium and 1.1 equivalent of 2-hydroxypyridine by the procedure described in Example 86 to afford the title compound: 1H-NMR 400 MHz (CDCl3): δ 3.22 (s, 3H), 7.15-7.33 (m, 8H), 7.38 (d, J=2 Hz, 1H), 7.85-7.90 (m, 1H), 8.30-8.42 (m, 1H). Starting materials: CC[SiH](CC)CC, ClCCl, O=C(NCc1cccc(OCCOc2ncn(C(c3ccccc3)(c3ccccc3)c3ccccc3)n2)c1)c1nc2ccc(F)c(F)c2c(=O)[nH]1, O=C(O)C(F)(F)F. Product: O=C(NCc1cccc(OCCOc2nc[nH]n2)c1)c1nc2ccc(F)c(F)c2c(=O)[nH]1. As a reaction SMILES: [CH2:59]([SiH:60]([CH2:61][CH3:62])[CH2:63][CH3:64])[CH3:65].[Cl:66][CH2:67][Cl:68].[F:1][c:2]1[c:3]2[c:4](=[O:51])[nH:5][c:6]([C:13](=[O:14])[NH:15][CH2:16][c:17]3[cH:18][c:19]([O:23][CH2:24][CH2:25][O:26][c:27]4[n:28][n:29]([C:32]([c:33]5[cH:34][cH:35][cH:36][cH:37][cH:38]5)([c:39]5[cH:40][cH:41][cH:42][cH:43][cH:44]5)[c:45]5[cH:46][cH:47][cH:48][cH:49][cH:50]5)[cH:30][n:31]4)[cH:20][cH:21][cH:22]3)[n:7][c:8]2[cH:9][cH:10][c:11]1[F:12].[OH:52][C:53]([C:54]([F:55])([F:56])[F:57])=[O:58]>>[F:1][c:2]1[c:3]2[c:4](=[O:51])[nH:5][c:6]([C:13](=[O:14])[NH:15][CH2:16][c:17]3[cH:18][c:19]([O:23][CH2:24][CH2:25][O:26][c:27]4[n:28][nH:29][cH:30][n:31]4)[cH:20][cH:21][cH:22]3)[n:7][c:8]2[cH:9][cH:10][c:11]1[F:12].